Dataset: the Open Reaction Database (ORD), a public repository of structured organic reaction records. Task: describe an organic reaction: reactants, conditions, products, and yield Reactants: OC1=C2C=CNC2=CC=C1 (4-hydroxy-1H-indole), C(C)(C)(C)OC (methyl t-butyl ether), O (water), C[O-].[Na+] (sodium methoxide). Solvent: CN(C=O)C (dimethylformamide). Reaction conditions: time 5 minute. Product: O1[C@@H](C1)COC1=C2C=CNC2=CC=C1 ((S)-(+)-4-(oxiranylmethoxy)-1H-indole). RXN SMILES: [OH:1][C:2]1[CH:10]=[CH:9][CH:8]=[C:7]2[C:3]=1[CH:4]=[CH:5][NH:6]2.C[O-].[Na+].[C:14]([O:18][CH3:19])([CH3:17])(C)C.O>CN(C)C=O>[O:18]1[CH2:19][C@H:14]1[CH2:17][O:1][C:2]1[CH:10]=[CH:9][CH:8]=[C:7]2[C:3]=1[CH:4]=[CH:5][NH:6]2 |f:1.2|. Reported procedure: A 3.2 g portion of 4-hydroxy-1H-indole was dissolved in 31 mL of dimethylformamide in a 50 mL flask equipped with a magnetic stirrer, nitrogen bubbler and thermometer. To it was added 1.27 g of sodium methoxide and the mixture was stirred until a blue-black solution resulted. The warm mixture was placed under vacuum for 5 minutes to remove most of the resulting methanol. To the mixture was added 6 g of oxiranylmethoxysulfonyl-3-nitrobenzene, resulting in an exotherm to about 37° C. The mixture w... Reactants: CC(C)(C)OC(=O)N1CCC(C(=O)c2cccc(C(F)(F)F)c2F)CC1, CCOC(C)=O, CCCCCCC, Cl, NO, O, c1ccncc1. The product is CC(C)(C)OC(=O)N1CCC(C(=NO)c2cccc(C(F)(F)F)c2F)CC1. Reaction SMILES: [C:1]([CH3:2])([CH3:3])([CH3:4])[O:5][C:6](=[O:7])[N:8]1[CH2:9][CH2:10][CH:11]([C:14]([c:15]2[c:16]([F:25])[c:17]([C:21]([F:22])([F:23])[F:24])[cH:18][cH:19][cH:20]2)=[O:26])[CH2:12][CH2:13]1.[C:44]([O:45][CH2:46][CH3:47])(=[O:48])[CH3:49].[CH3:37][CH2:38][CH2:39][CH2:40][CH2:41][CH2:42][CH3:43].[ClH:27].[NH2:28][OH:29].[OH2:36].[cH:30]1[cH:31][cH:32][n:33][cH:34][cH:35]1>>[C:1]([CH3:2])([CH3:3])([CH3:4])[O:5][C:6](=[O:7])[N:8]1[CH2:9][CH2:10][CH:11]([C:14]([c:15]2[c:16]([F:25])[c:17]([C:21]([F:22])([F:23])[F:24])[cH:18][cH:19][cH:20]2)=[N:28][OH:29])[CH2:12][CH2:13]1. Starting materials: O=C([O-])[O-], CI, CN(C)C=O, [K+], [K+], O, O=C(NC(Cc1cccc(OC(F)(F)C(F)F)c1)C(O)c1cccc(O)c1)c1cccc2c1C=CCCC2. The product is COc1cccc(C(O)C(Cc2cccc(OC(F)(F)C(F)F)c2)NC(=O)c2cccc3c2C=CCCC3)c1. Reaction SMILES: [C:39](=[O:40])([O-:41])[O-:42].[CH3:45][I:46].[CH3:47][N:48]([CH3:49])[CH:50]=[O:51].[K+:43].[K+:44].[OH2:52].[OH:1][CH:2]([CH:3]([CH2:4][c:5]1[cH:6][c:7]([O:11][C:12]([CH:13]([F:14])[F:15])([F:16])[F:17])[cH:8][cH:9][cH:10]1)[NH:18][C:19](=[O:20])[c:21]1[cH:22][cH:23][cH:24][c:25]2[c:26]1[CH:27]=[CH:28][CH2:29][CH2:30][CH2:31]2)[c:32]1[cH:33][c:34]([OH:38])[cH:35][cH:36][cH:37]1>>[OH:1][CH:2]([CH:3]([CH2:4][c:5]1[cH:6][c:7]([O:11][C:12]([CH:13]([F:14])[F:15])([F:16])[F:17])[cH:8][cH:9][cH:10]1)[NH:18][C:19](=[O:20])[c:21]1[cH:22][cH:23][cH:24][c:25]2[c:26]1[CH:27]=[CH:28][CH2:29][CH2:30][CH2:31]2)[c:32]1[cH:33][c:34]([O:38][CH3:39])[cH:35][cH:36][cH:37]1. Starting materials: C(C)OC=1C(=C(C=O)C=CC1)O (3-ethoxy-2-hydroxybenzaldehyde), C(C)(C)(C)NO (N-tert-butylhydroxylamine). The product is C(C)OC=1C(=C(C=CC1)C=[N+]([O-])C(C)(C)C)O (α-(3-Ethoxy-2-hydroxyphenyl)-N-tert-butylnitrone). As a reaction SMILES: [CH2:1]([O:3][C:4]1[C:5]([OH:12])=[C:6]([CH:9]=[CH:10][CH:11]=1)[CH:7]=O)[CH3:2].[C:13]([NH:17][OH:18])([CH3:16])([CH3:15])[CH3:14]>>[CH2:1]([O:3][C:4]1[C:5]([OH:12])=[C:6]([CH:7]=[N+:17]([C:13]([CH3:16])([CH3:15])[CH3:14])[O-:18])[CH:9]=[CH:10][CH:11]=1)[CH3:2]. Procedure details: The title compound was prepared according to the procedure described in Example 13 using 3-ethoxy-2-hydroxybenzaldehyde and N-tert-butylhydroxylamine. The title compound was isolated in 36.4% yield as a yellow crystalline solid, m.p. 91.9° C. (Rf=0.25 on a silica gel plate using 1:1 EtOAc/hexanes as an eluant). Reactants: O=C1OC(C(N1)C(=O)O)C=1SC=CC1 (2-oxo-5-(2-thienyl)oxazolidine-4-carboxylic acid), [N+](=O)(O)[O-].[N+](=O)([O-])OCCN (N-(2-nitrooxyethyl)amine nitrate). The product is [N+](=O)([O-])OCCNC(=O)C1NC(OC1C=1SC=CC1)=O (N-(2-Nitrooxyethyl)-2-oxo-5-(2-thienyl)oxazolidine-4-carboxamide). Isolated yield 26.9%. Reaction SMILES: [O:1]=[C:2]1[NH:6][CH:5]([C:7]([OH:9])=O)[CH:4]([C:10]2[S:11][CH:12]=[CH:13][CH:14]=2)[O:3]1.[N+]([O-])(O)=O.[N+:19]([O:22][CH2:23][CH2:24][NH2:25])([O-:21])=[O:20]>>[N+:19]([O:22][CH2:23][CH2:24][NH:25][C:7]([CH:5]1[CH:4]([C:10]2[S:11][CH:12]=[CH:13][CH:14]=2)[O:3][C:2](=[O:1])[NH:6]1)=[O:9])([O-:21])=[O:20] |f:1.2|. Reported procedure: A procedure similar to that described in Example 19 was repeated, but using 500 mg of 2-oxo-5-(2-thienyl)oxazolidine-4-carboxylic acid and 480 mg of N-(2-nitrooxyethyl)amine nitrate, to obtain 190 mg of the title compound as pale yellow plates, melting at 101°-103° C. The reactants are FC1=CC=C(C=C1)N1C(=NC=C1C(=O)OCC)I (ethyl 1-(4-fluorophenyl)-2-iodo-1H-imidazole-5-carboxylate), C(C)(C)NC(C)C (Diisopropyl amine), ClC1=C(C(=CC=C1)F)C#C (1-chloro-2-ethynyl-3-fluorobenzene). Reagents/catalysts: Cl[Pd]([P](C1=CC=CC=C1)(C2=CC=CC=C2)C3=CC=CC=C3)([P](C4=CC=CC=C4)(C5=CC=CC=C5)C6=CC=CC=C6)Cl (PdCl2(PPh3)2), [Cu]I (copper (I) iodide). The solvent is C1CCOC1 (THF). Conditions: temperature 50 celsius, time 8 hour. Yields the product ClC1=C(C(=CC=C1)F)C#CC=1N(C(=CN1)C(=O)OCC)C1=CC=C(C=C1)F (ethyl 2-((2-chloro-6-fluorophenyl)ethynyl)-1-(4-fluorophenyl)-1H-imidazole-5-carboxylate). Reaction SMILES: [F:1][C:2]1[CH:7]=[CH:6][C:5]([N:8]2[C:12]([C:13]([O:15][CH2:16][CH3:17])=[O:14])=[CH:11][N:10]=[C:9]2I)=[CH:4][CH:3]=1.C(NC(C)C)(C)C.[Cl:26][C:27]1[CH:32]=[CH:31][CH:30]=[C:29]([F:33])[C:28]=1[C:34]#[CH:35]>Cl[Pd](Cl)([P](C1C=CC=CC=1)(C1C=CC=CC=1)C1C=CC=CC=1)[P](C1C=CC=CC=1)(C1C=CC=CC=1)C1C=CC=CC=1.[Cu]I.C1COCC1>[Cl:26][C:27]1[CH:32]=[CH:31][CH:30]=[C:29]([F:33])[C:28]=1[C:34]#[C:35][C:9]1[N:8]([C:5]2[CH:6]=[CH:7][C:2]([F:1])=[CH:3][CH:4]=2)[C:12]([C:13]([O:15][CH2:16][CH3:17])=[O:14])=[CH:11][N:10]=1 |^1:38,57|. Procedure details: Ethyl 1-(4-fluorophenyl)-2-iodo-1H-imidazole-5-carboxylate (38) (847 mg, 2.35 mmol), PdCl2(PPh3)2 (82 mg, 0.12 mmol), copper (I) iodide (22 mg, 0.12 mmol), and THF (50 mL) were added to a pressure tube. Diisopropyl amine (6 mL) and 1-chloro-2-ethynyl-3-fluorobenzene (41) (400 mg, 2.59 mmol) were added to the pressure tube and the reaction was stirred at 50° C. overnight. The reaction was concentrated in vacuo and the residue was purified by flash column chromatography on silica gel (0-30% EtOAc ... The reactants are CN, ClCCl, O=C(Cl)C=Cc1ccc(OCc2cccc(F)c2)cc1, O. Product: CNC(=O)C=Cc1ccc(OCc2cccc(F)c2)cc1. RXN SMILES: [CH3:21][NH2:22].[Cl:23][CH2:24][Cl:25].[F:1][c:2]1[cH:3][c:4]([CH2:5][O:6][c:7]2[cH:8][cH:9][c:10]([CH:13]=[CH:14][C:15](=[O:16])[Cl:17])[cH:11][cH:12]2)[cH:18][cH:19][cH:20]1.[OH2:26]>>[F:1][c:2]1[cH:3][c:4]([CH2:5][O:6][c:7]2[cH:8][cH:9][c:10]([CH:13]=[CH:14][C:15](=[O:16])[NH:22][CH3:21])[cH:11][cH:12]2)[cH:18][cH:19][cH:20]1. The reactants are CN1C=C(C2=CC=CC=C12)CNC1=C(C=CC=C1)[N+](=O)[O-] (((1-methylindole-3-yl)methyl)(2-nitrophenyl)amine), [H][H] (hydrogen). Reagents/catalysts: [Pd] (Pd—C). The solvent is C(C)O (ethanol). Product: CN1C=C(C2=CC=CC=C12)CNC1=C(C=CC=C1)N (((1-methylindole-3-yl)methyl)(2-aminophenyl)amine). Isolated yield 89.8%. Reaction SMILES: [CH3:1][N:2]1[C:10]2[C:5](=[CH:6][CH:7]=[CH:8][CH:9]=2)[C:4]([CH2:11][NH:12][C:13]2[CH:18]=[CH:17][CH:16]=[CH:15][C:14]=2[N+:19]([O-])=O)=[CH:3]1.[H][H]>C(O)C.[Pd]>[CH3:1][N:2]1[C:10]2[C:5](=[CH:6][CH:7]=[CH:8][CH:9]=2)[C:4]([CH2:11][NH:12][C:13]2[CH:18]=[CH:17][CH:16]=[CH:15][C:14]=2[NH2:19])=[CH:3]1. Procedure details: 829 mg (6 mmol) of 2-nitroaniline and 1242 mg (7.8 mmol) of 1-methylindole carboxyaldehyde were dissolved in 20 ml of tetrahydrofuran followed by the sequential addition of 200 μl of acetic acid and 5087 mg (24 mmol) of NaBH(OAc)3 and stirring overnight at room temperature. After adding saturated aqueous sodium bicarbonate solution, extracting with ethyl acetate and drying with anhydrous magnesium sulfate, the solvent was distilled off and the residue was purified by silica gel column chromatogr... The reactants are CC(=O)OC[C@@H]1[C@H]([C@@H]([C@H]([C@H](O1)OC(=O)C)OC(=O)C)OC(=O)C)O[C@H]2[C@@H]([C@H]([C@@H]([C@H](O2)COC(=O)C)OC(=O)C)OC(=O)C)OC(=O)C (α-D-cellobiose octaacetate), Br (hydrogen bromide). Run in C(C)(=O)O (acetic acid). Product: CC(=O)OC[C@@H]1[C@H]([C@@H]([C@H]([C@@H](O1)O[C@@H]2[C@H](O[C@@H]([C@@H]([C@H]2OC(=O)C)OC(=O)C)Br)COC(=O)C)OC(=O)C)OC(=O)C)OC(=O)C (α-D-Cellobiosyl bromide heptaacetate). Reaction SMILES: [CH3:1][C:2]([O:4][CH2:5][C@H:6]1[O:11][C@H:10](OC(C)=O)[C@H:9]([O:16][C:17]([CH3:19])=[O:18])[C@@H:8]([O:20][C:21]([CH3:23])=[O:22])[C@@H:7]1[O:24][C@@H:25]1[O:30][C@H:29]([CH2:31][O:32][C:33]([CH3:35])=[O:34])[C@@H:28]([O:36][C:37]([CH3:39])=[O:38])[C@H:27]([O:40][C:41]([CH3:43])=[O:42])[C@H:26]1[O:44][C:45]([CH3:47])=[O:46])=[O:3].[BrH:48]>C(O)(=O)C>[CH3:35][C:33]([O:32][CH2:31][C@H:29]1[O:30][C@@H:25]([O:24][C@H:7]2[C@H:8]([O:20][C:21]([CH3:23])=[O:22])[C@@H:9]([O:16][C:17]([CH3:19])=[O:18])[C@@H:10]([Br:48])[O:11][C@@H:6]2[CH2:5][O:4][C:2]([CH3:1])=[O:3])[C@H:26]([O:44][C:45]([CH3:47])=[O:46])[C@@H:27]([O:40][C:41]([CH3:43])=[O:42])[C@@H:28]1[O:36][C:37]([CH3:39])=[O:38])=[O:34]. Procedure: α-D-Cellobiosyl bromide heptaacetate was prepared form α-D-cellobiose octaacetate and hydrogen bromide in glacial acetic acid using a modified procedure of Freudenberg and Nagari1. Reactants: [BH4-].[Na+] (Sodium borohydride), C(C)(C)(C)OC(=O)N1CC(CCC1)C(=O)NC=1C=C(C=CC1)C1=NC(=NC(=C1)N1CCOCC1)C=1OC(=CC1)C=O (4-[3-(1-tert-butoxycarbonylpiperidin-3-ylcarbonylamino)phenyl]-2-(5-formylfuran-2-yl)-6-morpholinopyrimidine). The solvent is C(C)O (ethanol). Reaction conditions: time 3 hour. Yields the product C(C)(C)(C)OC(=O)N1CC(CCC1)C(=O)NC=1C=C(C=CC1)C1=NC(=NC(=C1)N1CCOCC1)C=1OC(=CC1)CO (4-[3-(1-tert-butoxycarbonylpiperidin-3-ylcarbonylamino)phenyl]-2-(5-hydroxymethylfuran-2-yl)-6-morpholinopyrimidine). As a reaction SMILES: [BH4-].[Na+].[C:3]([O:7][C:8]([N:10]1[CH2:15][CH2:14][CH2:13][CH:12]([C:16]([NH:18][C:19]2[CH:20]=[C:21]([C:25]3[CH:30]=[C:29]([N:31]4[CH2:36][CH2:35][O:34][CH2:33][CH2:32]4)[N:28]=[C:27]([C:37]4[O:38][C:39]([CH:42]=[O:43])=[CH:40][CH:41]=4)[N:26]=3)[CH:22]=[CH:23][CH:24]=2)=[O:17])[CH2:11]1)=[O:9])([CH3:6])([CH3:5])[CH3:4]>C(O)C>[C:3]([O:7][C:8]([N:10]1[CH2:15][CH2:14][CH2:13][CH:12]([C:16]([NH:18][C:19]2[CH:20]=[C:21]([C:25]3[CH:30]=[C:29]([N:31]4[CH2:32][CH2:33][O:34][CH2:35][CH2:36]4)[N:28]=[C:27]([C:37]4[O:38][C:39]([CH2:42][OH:43])=[CH:40][CH:41]=4)[N:26]=3)[CH:22]=[CH:23][CH:24]=2)=[O:17])[CH2:11]1)=[O:9])([CH3:6])([CH3:4])[CH3:5] |f:0.1|. Reported procedure: Sodium borohydride (0.076 g) was added portionwise to a mixture of 4-[3-(1-tert-butoxycarbonylpiperidin-3-ylcarbonylamino)phenyl]-2-(5-formylfuran-2-yl)-6-morpholinopyrimidine (0.112 g) and ethanol (5 ml) and the reaction mixture was stirred at ambient temperature for 3 hours. The mixture was evaporated to give 4-[3-(1-tert-butoxycarbonylpiperidin-3-ylcarbonylamino)phenyl]-2-(5-hydroxymethylfuran-2-yl)-6-morpholinopyrimidine which was used without further purification. A mixture of the material ...